describe an organic reaction: reactants, conditions, products, and yield From a dataset of the Open Reaction Database (ORD), a public repository of structured organic reaction records. Starting materials: CCOC(=O)C(C)N1CCCC(N)C1=O, CN1CCOCC1, COC(=O)Cl, ClCCl. The product is CCOC(=O)C(C)N1CCCC(NC(=O)OC)C1=O. Reaction SMILES: [CH2:6]([CH3:7])[O:8][C:9]([CH:10]([CH3:11])[N:12]1[C:13](=[O:19])[CH:14]([NH2:18])[CH2:15][CH2:16][CH2:17]1)=[O:20].[CH3:21][N:22]1[CH2:23][CH2:24][O:25][CH2:26][CH2:27]1.[Cl:1][C:2](=[O:3])[O:4][CH3:5].[Cl:28][CH2:29][Cl:30]>>[C:2](=[O:3])([O:4][CH3:5])[NH:18][CH:14]1[C:13](=[O:19])[N:12]([CH:10]([C:9]([O:8][CH2:6][CH3:7])=[O:20])[CH3:11])[CH2:17][CH2:16][CH2:15]1. The reactants are O1CCCC1 (tetrahydrofuran), FC(C1=CC=C(C=C1)C1CCC(CC1)=O)(F)F (4-(4-trifluoromethylphenyl)cyclohexanone), [Br-].O1C(OCCC1)CC[P+](C1=CC=CC=C1)(C1=CC=CC=C1)C1=CC=CC=C1 (2-(1,3-dioxan-2-yl)ethyltriphenylphosphonium bromide), O1CCCC1 (tetrahydrofuran), CC(C)([O-])C.[K+] (potassium t-butoxide). Run in CCOCC (ether). Reaction conditions: time 1 hour. Product: O1C(OCCC1)CC=C1CCC(CC1)C1=CC=C(C=C1)C(F)(F)F (1-(2-(1,3-dioxan-2-yl)-ethylidene)-4-(4-trifluoromethylphenyl)cyclohexane). RXN SMILES: [Br-].[O:2]1[CH2:7][CH2:6][CH2:5][O:4][CH:3]1[CH2:8][CH2:9][P+](C1C=CC=CC=1)(C1C=CC=CC=1)C1C=CC=CC=1.O1CCCC1.CC(C)([O-])C.[K+].[F:40][C:41]([F:56])([F:55])[C:42]1[CH:47]=[CH:46][C:45]([CH:48]2[CH2:53][CH2:52][C:51](=O)[CH2:50][CH2:49]2)=[CH:44][CH:43]=1>CCOCC>[O:4]1[CH2:5][CH2:6][CH2:7][O:2][CH:3]1[CH2:8][CH:9]=[C:51]1[CH2:50][CH2:49][CH:48]([C:45]2[CH:44]=[CH:43][C:42]([C:41]([F:40])([F:55])[F:56])=[CH:47][CH:46]=2)[CH2:53][CH2:52]1 |f:0.1,3.4|. Procedure: Into a three-necked flask equipped with a dropping funnel, a three-way cock and a thermometer was placed 2-(1,3-dioxan-2-yl)ethyltriphenylphosphonium bromide (12.2 g, 27 mmols), followed by adding tetrahydrofuran (100 ml), suspending, and stirring under ice cooling till the liquid temperature reached 10° C. The resulting reaction mixture was added potassium t-butoxide (3.0 g, 27 mmols), followed by elevating the temperature up to room temperature under ice cooling, stirring for one hour, dropwis... Starting materials: O=C([O-])[O-], CCOC(C)=O, Oc1ccc(Cl)c2cnc(Cl)nc12, CI, [K+], [K+], CN(C)C=O. Product: COc1ccc(Cl)c2cnc(Cl)nc12. RXN SMILES: [C:16](=[O:17])([O-:18])[O-:19].[CH3:27][CH2:28][O:29][C:30](=[O:31])[CH3:32].[Cl:1][c:2]1[n:3][c:4]2[c:5]([OH:13])[cH:6][cH:7][c:8]([Cl:12])[c:9]2[cH:10][n:11]1.[I:14][CH3:15].[K+:20].[K+:21].[O:22]=[CH:23][N:24]([CH3:25])[CH3:26]>>[Cl:1][c:2]1[n:3][c:4]2[c:5]([O:13][CH3:16])[cH:6][cH:7][c:8]([Cl:12])[c:9]2[cH:10][n:11]1. Starting materials: C([O-])(O)=O.[Na+] (sodium bicarbonate), NC1=C(C(=O)OCC)C=C(C=C1)[N+](=O)[O-] (ethyl 2-amino-5-nitrobenzoate), C1(CCCC1)=O (cyclopentanone), [BH4-].[Na+] (sodium borohydride), S(O)(O)(=O)=O (sulfuric acid). Solvent: O1CCCC1 (tetrahydrofuran). Run at temperature 0 celsius, time 9 hour. Product: C1(CCCC1)NC1=C(C(=O)OCC)C=C(C=C1)[N+](=O)[O-] (ethyl 2-cyclopentylamino-5-nitrobenzoate). Isolated yield 89.7%. As a reaction SMILES: [NH2:1][C:2]1[CH:12]=[CH:11][C:10]([N+:13]([O-:15])=[O:14])=[CH:9][C:3]=1[C:4]([O:6][CH2:7][CH3:8])=[O:5].[C:16]1(=O)[CH2:20][CH2:19][CH2:18][CH2:17]1.[BH4-].[Na+].S(=O)(=O)(O)O.C(=O)(O)[O-].[Na+]>O1CCCC1>[CH:16]1([NH:1][C:2]2[CH:12]=[CH:11][C:10]([N+:13]([O-:15])=[O:14])=[CH:9][C:3]=2[C:4]([O:6][CH2:7][CH3:8])=[O:5])[CH2:20][CH2:19][CH2:18][CH2:17]1 |f:2.3,5.6|. Procedure: To a solution of ethyl 2-amino-5-nitrobenzoate (5.00 g), cyclopentanone (9.00 g) and sodium borohydride (4.05 g) in anhydrous tetrahydrofuran (100 mL) was added sulfuric acid (6 mL) under ice-water cooling. The mixture was stirred for 9 hours at 0° C. and then for 15 hours at ambient temperature. The mixture was neutralized with an aqueous saturated sodium bicarbonate solution and extracted with ethyl acetate. The extract was washed with water and brine, dried over magnesium sulfate and evaporat... Reactants: [BH4-], CO, O=Cc1ccccc1, NCCc1ccc(O)cc1, [Na+]. Product: Oc1ccc(CCNCc2ccccc2)cc1. As a reaction SMILES: [BH4-:19].[CH3:21][OH:22].[CH:1](=[O:2])[c:3]1[cH:4][cH:5][cH:6][cH:7][cH:8]1.[NH2:9][CH2:10][CH2:11][c:12]1[cH:13][cH:14][c:15]([OH:16])[cH:17][cH:18]1.[Na+:20]>>[CH2:1]([c:3]1[cH:4][cH:5][cH:6][cH:7][cH:8]1)[NH:9][CH2:10][CH2:11][c:12]1[cH:13][cH:14][c:15]([OH:16])[cH:17][cH:18]1. Starting materials: CC=1SC2=C(N1)CCCC2C(=O)OC (methyl 2-methyl-4,5,6,7-tetrahydrobenzo[d]thiazole-7-carboxylate), O[Li].O (LiOH.H2O). The solvent is C1CCOC1.CO.O (THF MeOH H2O). Conditions: time 2 hour. Product: CC=1SC2=C(N1)CCCC2C(=O)O (2-Methyl-4,5,6,7-tetrahydrobenzo[d]thiazole-7-carboxylic acid). RXN SMILES: [CH3:1][C:2]1[S:3][C:4]2[CH:10]([C:11]([O:13]C)=[O:12])[CH2:9][CH2:8][CH2:7][C:5]=2[N:6]=1.O[Li].O>C1COCC1.CO.O>[CH3:1][C:2]1[S:3][C:4]2[CH:10]([C:11]([OH:13])=[O:12])[CH2:9][CH2:8][CH2:7][C:5]=2[N:6]=1 |f:1.2,3.4.5|. Procedure details: A mixture of methyl 2-methyl-4,5,6,7-tetrahydrobenzo[d]thiazole-7-carboxylate (59 mg, 0.28 mmol) and LiOH.H2O (14 mg, 0.33 mmol) in THF/MeOH/H2O (2.5 mL, 3:1:1) was stirred at RT for 2 h. The mixture was acidified to pH=3 and extracted with EtOAc. The comb. org. layers were dried over MgSO4, and conc. in vacuo. Starting materials: FC1(C(CC(CC1)(O)CNC(=O)C=1C=2C=CC(=NC2C=CC1Cl)Cl)C)F (2,6-dichloro-quinoline-5-carboxylic acid (4,4-difluoro-1-hydroxy-3-methyl-cyclohexylmethyl)-amide), CCN(C(C)C)C(C)C (DIPEA), F[C@@H]1CNCC1 ((S)-3-fluoro-pyrrolidine). Product: FC1(C(CC(CC1)(O)CNC(=O)C=1C=2C=CC(=NC2C=CC1Cl)N1C[C@H](CC1)F)C)F (6-Chloro-2-((S)-3-fluoropyrrolidin-1-yl)-quinoline-5-carboxylic acid (4,4-difluoro-1-hydroxy-3-methyl-cyclohexylmethyl)-amide). As a reaction SMILES: [F:1][C:2]1([F:26])[CH2:7][CH2:6][C:5]([CH2:9][NH:10][C:11]([C:13]2[C:14]3[CH:15]=[CH:16][C:17](Cl)=[N:18][C:19]=3[CH:20]=[CH:21][C:22]=2[Cl:23])=[O:12])([OH:8])[CH2:4][CH:3]1[CH3:25].CCN(C(C)C)C(C)C.[F:36][C@H:37]1[CH2:41][CH2:40][NH:39][CH2:38]1>>[F:1][C:2]1([F:26])[CH2:7][CH2:6][C:5]([CH2:9][NH:10][C:11]([C:13]2[C:14]3[CH:15]=[CH:16][C:17]([N:39]4[CH2:40][CH2:41][C@H:37]([F:36])[CH2:38]4)=[N:18][C:19]=3[CH:20]=[CH:21][C:22]=2[Cl:23])=[O:12])([OH:8])[CH2:4][CH:3]1[CH3:25]. Procedure details: The title compound was synthesized according to the procedure described in example 1 using 2,6-dichloro-quinoline-5-carboxylic acid (4,4-difluoro-1-hydroxy-3-methyl-cyclohexylmethyl)-amide, DIPEA and (S)-3-fluoro-pyrrolidine. 1H NMR (400 MHz, DMSO-d6) δ ppm 8.75 (1H), 7.85 (m, 1H), 7.58 (2H), 7.05 (1H), 5.43-5.56 (1H), 4.66 (s, 1H), 3.89 (m, 2H), 3.70 (m, 1H), 3.55 (m, 1H), 3.26 (m, 2H), 2.44 (m, 2H), 2.06 (m, 2H), 1.85 (m, 2H), 1.74-1.56 (m, 1H), 1.27-1.32 (m, 1H), 1.00 (d, 3H). m/z: 456 [M+H] Starting materials: N (ammonia), TEA, C(OC1=CC=C(C=C1)[N+](=O)[O-])(=O)Cl (4-nitrophenyl carbonochloridate), FC1=C(C=CC(=C1)F)C1=CC=C(C=C1)[C@H](C)N1C(O[C@@](CC1)(CCO)C1=CC=C(C=C1)F)=O ((S)-3-((S)-1-(2′,4′-difluorobiphenyl-4-yl)ethyl)-6-(4-fluorophenyl)-6-(2-hydroxyethyl)-1,3-oxazinan-2-one). The solvent is C(Cl)Cl (CH2Cl2). Reaction conditions: time 8 hour. Product: C(N)(OCC[C@@]1(CCN(C(O1)=O)[C@@H](C)C1=CC=C(C=C1)C1=C(C=C(C=C1)F)F)C1=CC=C(C=C1)F)=O (2-((S)-3-((S)-1-(2′,4′-difluorobiphenyl-4-yl)ethyl)-6-(4-fluorophenyl)-2-oxo-1,3-oxazinan-6-yl)ethyl carbamate). Isolated yield 35.0%. As a reaction SMILES: [F:1][C:2]1[CH:7]=[C:6]([F:8])[CH:5]=[CH:4][C:3]=1[C:9]1[CH:14]=[CH:13][C:12]([C@@H:15]([N:17]2[CH2:22][CH2:21][C@@:20]([C:26]3[CH:31]=[CH:30][C:29]([F:32])=[CH:28][CH:27]=3)([CH2:23][CH2:24][OH:25])[O:19][C:18]2=[O:33])[CH3:16])=[CH:11][CH:10]=1.[C:34](Cl)(=[O:45])OC1C=CC([N+]([O-])=O)=CC=1.[NH3:47]>C(Cl)Cl>[C:34](=[O:45])([O:25][CH2:24][CH2:23][C@@:20]1([C:26]2[CH:27]=[CH:28][C:29]([F:32])=[CH:30][CH:31]=2)[O:19][C:18](=[O:33])[N:17]([C@H:15]([C:12]2[CH:13]=[CH:14][C:9]([C:3]3[CH:4]=[CH:5][C:6]([F:8])=[CH:7][C:2]=3[F:1])=[CH:10][CH:11]=2)[CH3:16])[CH2:22][CH2:21]1)[NH2:47]. Procedure details: (S)-3-((S)-1-(2′,4′-difluorobiphenyl-4-yl)ethyl)-6-(4-fluorophenyl)-6-(2-hydroxyethyl)-1,3-oxazinan-2-one (50 mg, 0.11 mmol) was dissolved in CH2Cl2 (3 mL), followed by the addition of TEA (1 mL) and 4-nitrophenyl carbonochloridate (88 mg, 0.44 mmol). The mixture was stirred at rt overnight. Aqueous ammonia (2 mL) was added and the mixture was stirred at rt for 3 h. After separation of the water layer, the organic layer was washed with brine, dried over Na2SO4, and concentrated in vacuo to give ... The reactants are CN(C)CCOCCO, N#Cc1ccnc(Cl)c1, [H-], [Na+], CN(C)C=O. The product is CN(C)CCOCCOc1cc(C#N)ccn1. Reaction SMILES: [CH3:1][N:2]([CH2:3][CH2:4][O:5][CH2:6][CH2:7][OH:8])[CH3:9].[Cl:12][c:13]1[n:14][cH:15][cH:16][c:17]([C:19]#[N:20])[cH:18]1.[H-:11].[Na+:10].[O:21]=[CH:22][N:23]([CH3:24])[CH3:25]>>[CH3:1][N:2]([CH2:3][CH2:4][O:5][CH2:6][CH2:7][O:8][c:13]1[n:14][cH:15][cH:16][c:17]([C:19]#[N:20])[cH:18]1)[CH3:9].